This data is from the Open Reaction Database (ORD), a public repository of structured organic reaction records. The task is: describe an organic reaction: reactants, conditions, products, and yield The reactants are CO, COC(=O)c1cc(OC)cc(OC)c1Cl, [K+], [OH-]. The product is COc1cc(OC)c(Cl)c(C(=O)O)c1. RXN SMILES: [CH3:18][OH:19].[CH3:1][O:2][C:3]([c:4]1[c:5]([Cl:14])[c:6]([O:12][CH3:13])[cH:7][c:8]([O:10][CH3:11])[cH:9]1)=[O:15].[K+:17].[OH-:16]>>[O:2]=[C:3]([c:4]1[c:5]([Cl:14])[c:6]([O:12][CH3:13])[cH:7][c:8]([O:10][CH3:11])[cH:9]1)[OH:15]. The reactants are ON1N=NC2=C1C=CC=C2 (1-hydroxybenzotriazole), C(C1=CC=CC=C1)N (benzylamine), NC=1SC(=C(N1)CC1=CC=CC=C1)C(=O)O (2-amino-4-benzylthiazole-5-carboxylic acid), C(C)(C)N(CC)C(C)C (diisopropylethylamine), Cl.C(C)N=C=NCCCN(C)C (N-ethyl-N′-(3-dimethylaminopropyl)carbodiimide hydrochloride). Solvent: C(C)(=O)OCC (ethyl acetate), CN(C=O)C (N,N-dimethylformamide). Run at time 30 minute. The product is C(C1=CC=CC=C1)NC(=O)C1=C(N=C(S1)N)CC1=CC=CC=C1 (2-Amino-4-benzylthiazole-5-carboxylic Acid Benzylamide). Isolated yield 64.0%. As a reaction SMILES: [NH2:1][C:2]1[S:3][C:4]([C:14]([OH:16])=O)=[C:5]([CH2:7][C:8]2[CH:13]=[CH:12][CH:11]=[CH:10][CH:9]=2)[N:6]=1.C(N(C(C)C)CC)(C)C.Cl.C(N=C=NCCCN(C)C)C.ON1C2C=CC=CC=2N=N1.[CH2:48]([NH2:55])[C:49]1[CH:54]=[CH:53][CH:52]=[CH:51][CH:50]=1>CN(C)C=O.C(OCC)(=O)C>[CH2:48]([NH:55][C:14]([C:4]1[S:3][C:2]([NH2:1])=[N:6][C:5]=1[CH2:7][C:8]1[CH:9]=[CH:10][CH:11]=[CH:12][CH:13]=1)=[O:16])[C:49]1[CH:54]=[CH:53][CH:52]=[CH:51][CH:50]=1 |f:2.3|. Procedure: To a solution of 2-amino-4-benzylthiazole-5-carboxylic acid (0.033 g, 0.14 mmol) and diisopropylethylamine (0.08 mL, 0.46 mmol) in N,N-dimethylformamide (5 mL) was added N-ethyl-N′-(3-dimethylaminopropyl)carbodiimide hydrochloride (0.039 g, 0.20 mmol), followed by the addition of 1-hydroxybenzotriazole (0.026 g, 0.19 mmol). After 30 minutes, benzylamine (0.02 mL, 0.18 mmol) was added. The reaction mixture was stirred at ambient temperature for 12 h, diluted with ethyl acetate, washed with water,... Starting materials: C(C=C)N (allylamine), FC=1C=C(C=CC1N1CCOCC1)N1C(O[C@H](C1)C(=O)Cl)=O ((5R)-3-[3-fluoro-4-(4-morpholinyl)phenyl]-2-oxo-5-oxazolidinecarbonyl chloride). As a reaction SMILES: [CH2:1]([NH2:4])[CH:2]=[CH2:3].[F:5][C:6]1[CH:7]=[C:8]([N:18]2[CH2:22][C@H:21]([C:23](Cl)=[O:24])[O:20][C:19]2=[O:26])[CH:9]=[CH:10][C:11]=1[N:12]1[CH2:17][CH2:16][O:15][CH2:14][CH2:13]1>O1CCCC1.O>[F:5][C:6]1[CH:7]=[C:8]([N:18]2[CH2:22][C@H:21]([C:23]([NH:4][CH2:1][CH:2]=[CH2:3])=[O:24])[O:20][C:19]2=[O:26])[CH:9]=[CH:10][C:11]=1[N:12]1[CH2:17][CH2:16][O:15][CH2:14][CH2:13]1. Product: FC=1C=C(C=CC1N1CCOCC1)N1C(O[C@H](C1)C(=O)NCC=C)=O ((5R)-(−)-3-[3-Fluoro-4-(4-morpholinyl)phenyl]-N-allyl-2-oxo-5-oxazolidinecarboxamide). Reported procedure: To a flame-dried flask under nitrogen is added allylamine (0.60 mL, 8.05 mmol). The flask is cooled in an ice bath, and a solution of (5R)-3-[3-fluoro-4-(4-morpholinyl)phenyl]-2-oxo-5-oxazolidinecarbonyl chloride (EXAMPLE 1, Step 2, 0.805 mmol theory) in anhydrous tetrahydrofuran (8.0 mL) is added. The resulting mixture is stirred under nitrogen for 2 h, allowing the cooling bath to slowly expire, and is then diluted with water (10 mL) and extracted with methylene chloride (20 mL). The organic p... Solvent: O (water), O1CCCC1 (tetrahydrofuran). Run at time 2 hour. The reactants are CN1CCOCC1 (4-Methylmorpholine), NCC(=O)N1CCC(CC1)C1C2=C(CCC=3C1=NC=C(C3)Br)C=C(C=C2Cl)Cl ((+)-1-(AMINOACETYL)-4-(3-BROMO-8,10-DICHLORO-6,11-DIHYDRO-5H-BENZO[5,6]CYCLO-HEPTA[1,2-b]PYRIDIN-11-YL) PIPERIDINE), S(=O)(=O)(C)Cl (mesyl chloride). Solvent: C(Cl)Cl (CH2Cl2). Yields the product BrC=1C=C2C(=NC1)C(C1=C(CC2)C=C(C=C1Cl)Cl)C1CCN(CC1)C(CNS(=O)(=O)C)=O ((+)-N-[2-[4-(3-BROMO-8,10-DICHLORO-6,11-DIHYDRO-5H-BENZO[5,6]CYCLO-HEPTA[1,2-b]PYRIDIN-11-YL) PIPERIDINYL]-2-OXOETHYL]METHANESULFONAMIDE). RXN SMILES: [NH2:1][CH2:2][C:3]([N:5]1[CH2:10][CH2:9][CH:8]([CH:11]2[C:17]3=[N:18][CH:19]=[C:20]([Br:22])[CH:21]=[C:16]3[CH2:15][CH2:14][C:13]3[CH:23]=[C:24]([Cl:28])[CH:25]=[C:26]([Cl:27])[C:12]2=3)[CH2:7][CH2:6]1)=[O:4].CN1CCOCC1.[S:36](Cl)([CH3:39])(=[O:38])=[O:37]>C(Cl)Cl>[Br:22][C:20]1[CH:21]=[C:16]2[CH2:15][CH2:14][C:13]3[CH:23]=[C:24]([Cl:28])[CH:25]=[C:26]([Cl:27])[C:12]=3[CH:11]([CH:8]3[CH2:9][CH2:10][N:5]([C:3](=[O:4])[CH2:2][NH:1][S:36]([CH3:39])(=[O:38])=[O:37])[CH2:6][CH2:7]3)[C:17]2=[N:18][CH:19]=1. Procedure details: The title compound of Example 3 (0.15 g, 0.31 mmol) was dissolved in CH2Cl2 (1.5 mL). 4-Methylmorpholine (102 uL), followed by mesyl chloride (36 uL, 0.47 mmol, 1.5 equiv.) was then added. Reaction mixture was stirred at room tempearture ovemite. The CH2Cl2 phase was washed twice with Sat. NaHCO3, brine and then dried over Na2SO4. CH2Cl2 was then removed by rotary evaporation and resulting residue was purified on silica gel column eluting with 30% EtOAc/CH2Cl2 to give the title compound as a whi... The reactants are [BH3-]C#N, CCc1c(CC=O)cccc1-c1cnc(-c2ccc(OC(C)C)c(C#N)c2)s1, CC(=O)O, [Na+], O=C(O)C1CCCN1. The product is CCc1c(CCN2CCCC2C(=O)O)cccc1-c1cnc(-c2ccc(OC(C)C)c(C#N)c2)s1. As a reaction SMILES: [C:41]([BH3-:42])#[N:43].[CH2:1]([CH3:2])[c:3]1[c:4](-[c:12]2[cH:13][n:14][c:15](-[c:17]3[cH:18][cH:19][c:20]([O:25][CH:26]([CH3:27])[CH3:28])[c:21]([C:22]#[N:23])[cH:24]3)[s:16]2)[cH:5][cH:6][cH:7][c:8]1[CH2:9][CH:10]=[O:11].[CH3:37][C:38](=[O:39])[OH:40].[Na+:44].[OH:29][C:30](=[O:31])[CH:32]1[CH2:33][CH2:34][CH2:35][NH:36]1>>[CH2:1]([CH3:2])[c:3]1[c:4](-[c:12]2[cH:13][n:14][c:15](-[c:17]3[cH:18][cH:19][c:20]([O:25][CH:26]([CH3:27])[CH3:28])[c:21]([C:22]#[N:23])[cH:24]3)[s:16]2)[cH:5][cH:6][cH:7][c:8]1[CH2:9][CH2:10][N:36]1[CH:32]([C:30]([OH:29])=[O:31])[CH2:33][CH2:34][CH2:35]1. Starting materials: C1(=CC=CC=C1)P(C1=CC=CC=C1)(C1=CC=CC=C1)=CC(=O)OC (methyl triphenylphosphoranylideneacetate), BrC1=C(C=C(C=O)C=C1)C (4-bromo-3-methylbenzaldehyde). Run in C1(=CC=CC=C1)C (toluene). Reaction conditions: temperature 90 celsius. Yields the product BrC1=C(C=C(C=C1)/C=C/C(=O)OC)C (methyl (E)-3-(4-bromo-3-methylphenyl)acrylate). Yield: 52.9%. Reaction SMILES: C1(P(=[CH:20][C:21]([O:23][CH3:24])=[O:22])(C2C=CC=CC=2)C2C=CC=CC=2)C=CC=CC=1.[Br:25][C:26]1[CH:33]=[CH:32][C:29]([CH:30]=O)=[CH:28][C:27]=1[CH3:34]>C1(C)C=CC=CC=1>[Br:25][C:26]1[CH:33]=[CH:32][C:29](/[CH:30]=[CH:20]/[C:21]([O:23][CH3:24])=[O:22])=[CH:28][C:27]=1[CH3:34]. Reported procedure: 2.1 g (6.45 mmol, 1.5 eq) of methyl triphenylphosphoranylideneacetate are added to a solution of 900 mg of 4-bromo-3-methylbenzaldehyde in 5 ml of toluene. The reaction mixture is heated at 90° C. for 1 hour. The solvent is evaporated off and the residual oil is chromatographed on silica gel (8/2 heptane/ethyl acetate). 610 mg of methyl (E)-3-(4-bromo-3-methylphenyl)acrylate are obtained in oil form. Yield=55% over steps a, b and c.